The task is: describe an organic reaction: reactants, conditions, products, and yield. This data is from the Open Reaction Database (ORD), a public repository of structured organic reaction records. The reactants are FC(S(=O)(=O)OC1=C(C(N(C=C1)CC1=CC(=CC=C1)F)=O)Br)(F)F (3-bromo-1-(3-fluorobenzyl)-2-oxo-1,2-dihydropyridin-4-yl trifluoromethanesulfonate), FC1=CC=C(C=C)C=C1 (4-fluorostyrene), C(C)(C)N(CC)C(C)C (diisopropyl ethyl amine). The reagents and catalysts are Cl[Pd]([P](C1=CC=CC=C1)(C2=CC=CC=C2)C3=CC=CC=C3)([P](C4=CC=CC=C4)(C5=CC=CC=C5)C6=CC=CC=C6)Cl (PdCl2(PPh3)2). Run in CN(C)C=O (DMF). Run at temperature 65 celsius. The product is BrC=1C(N(C=CC1\C=C\C1=CC=C(C=C1)F)CC1=CC(=CC=C1)F)=O (3-bromo-1-(3-fluorobenzyl)-4-[(E)-2-(4-fluorophenyl)ethenyl]pyridin-2(1H)-one). Isolated yield 6.5%. Reaction SMILES: FC(F)(F)S(O[C:7]1[CH:12]=[CH:11][N:10]([CH2:13][C:14]2[CH:19]=[CH:18][CH:17]=[C:16]([F:20])[CH:15]=2)[C:9](=[O:21])[C:8]=1[Br:22])(=O)=O.[F:25][C:26]1[CH:33]=[CH:32][C:29]([CH:30]=[CH2:31])=[CH:28][CH:27]=1.C(N(C(C)C)CC)(C)C>CN(C=O)C.Cl[Pd](Cl)([P](C1C=CC=CC=1)(C1C=CC=CC=1)C1C=CC=CC=1)[P](C1C=CC=CC=1)(C1C=CC=CC=1)C1C=CC=CC=1>[Br:22][C:8]1[C:9](=[O:21])[N:10]([CH2:13][C:14]2[CH:19]=[CH:18][CH:17]=[C:16]([F:20])[CH:15]=2)[CH:11]=[CH:12][C:7]=1/[CH:31]=[CH:30]/[C:29]1[CH:32]=[CH:33][C:26]([F:25])=[CH:27][CH:28]=1 |^1:50,69|. Procedure details: A mixture of 3-bromo-1-(3-fluorobenzyl)-2-oxo-1,2-dihydropyridin-4-yl trifluoromethanesulfonate (1.0 g, 0.0023 mol), and 4-fluorostyrene (0.33 mL, 0.0028 mol) in degassed DMF (100 ml) containing diisopropyl ethyl amine (0.37 g, 0.0029 mol) was treated with PdCl2(PPh3)2 (0.32 g, 0.46 mmol) and heated at 65° C. under argon atmosphere for 16 h. DMF was distilled in vacuo, and the residue was purified by flash chromatography (EtOAc/hexane 1:4 v/v) to afford a yellow substance which was further purif... Reactants: O=C1CCC1, CC(=O)O, Nc1ccc(C(=O)O)cc1, N#C[Na]. Yields the product N#CC1(Nc2ccc(C(=O)O)cc2)CCC1. As a reaction SMILES: [C:14]1(=[O:18])[CH2:15][CH2:16][CH2:17]1.[CH3:19][C:20](=[O:21])[OH:22].[NH2:4][c:5]1[cH:6][cH:7][c:8]([C:11]([OH:12])=[O:13])[cH:9][cH:10]1.[Na:1][C:2]#[N:3]>>[C:2](#[N:3])[C:14]1([NH:4][c:5]2[cH:6][cH:7][c:8]([C:11]([OH:12])=[O:13])[cH:9][cH:10]2)[CH2:15][CH2:16][CH2:17]1.